From a dataset of the Open Reaction Database (ORD), a public repository of structured organic reaction records. describe an organic reaction: reactants, conditions, products, and yield The reactants are CCCCCC(=O)CC(=O)OC(C)(C)C, CO. The product is CCCCCC(O)CC(=O)OC(C)(C)C. Reaction SMILES: [C:1]([CH3:2])([CH3:3])([CH3:4])[O:5][C:6]([CH2:7][C:8]([CH2:9][CH2:10][CH2:11][CH2:12][CH3:13])=[O:14])=[O:15].[CH3:16][OH:17]>>[C:1]([CH3:2])([CH3:3])([CH3:4])[O:5][C:6]([CH2:7][CH:8]([CH2:9][CH2:10][CH2:11][CH2:12][CH3:13])[OH:14])=[O:15]. Starting materials: C(C)(=O)C1(CCN(CC1)CC1=CC=CC=C1)OC(NC(C)(C)C)=O (4-acetyl-1-benzyl-4-tert-butylcarbamoyloxypiperidine), [Cl-].[NH4+] (ammonium chloride). Run in [O-]CC.[Na+] (sodium ethoxide). Run at time 3.5 hour. The product is C(C1=CC=CC=C1)N1CCC2(C(N(C(O2)=O)C(C)(C)C)(C)O)CC1 (8-benzyl-3-tert-butyl-4-hydroxy-4-methyl-2-oxo-1-oxa-3,8-diazaspiro[4,5]decane). Isolated yield 78.0%. As a reaction SMILES: [C:1]([C:4]1([O:17][C:18](=[O:24])[NH:19][C:20]([CH3:23])([CH3:22])[CH3:21])[CH2:9][CH2:8][N:7]([CH2:10][C:11]2[CH:16]=[CH:15][CH:14]=[CH:13][CH:12]=2)[CH2:6][CH2:5]1)(=[O:3])[CH3:2].[Cl-].[NH4+]>[O-]CC.[Na+]>[CH2:10]([N:7]1[CH2:8][CH2:9][C:4]2([O:17][C:18](=[O:24])[N:19]([C:20]([CH3:23])([CH3:22])[CH3:21])[C:1]2([OH:3])[CH3:2])[CH2:5][CH2:6]1)[C:11]1[CH:16]=[CH:15][CH:14]=[CH:13][CH:12]=1 |f:1.2,3.4|. Procedure: 8.3 g of 4-acetyl-1-benzyl-4-tert-butylcarbamoyloxypiperidine are refluxed in 100 ml of an ethanolic sodium ethoxide solution of 0.1 mole/liter concentration under stirring for 3 to 4 hours. After cooling down and adding 10% by weight aqueous ammonium chloride solution to the reaction mixture the most part of the solvent is distilled off under reduced pressure. After adding water to the residue the precipitate is filtered off, washed to chloride-free with water, dried and finally recrystallized ... Reactants: C(C)(C)(C)[Li] (t-butyl lithium), C1(CCCCC1)N(C(C1=CC(=C(C=C1)Br)C)=O)C1CCCC1 (4-bromo-3-methylbenzoic acid N-cyclohexyl-N-cyclopentyl amide), CN(C=O)C (Dimethylformamide). Run in C1CCOC1 (THF). The product is C1(CCCCC1)N(C(C1=CC(=C(C=C1)C=O)C)=O)C1CCCC1 (4-formyl-3-methylbenzoic acid N-cyclohexyl-N-cyclopentyl amide). As a reaction SMILES: [CH:1]1([N:7]([CH:18]2[CH2:22][CH2:21][CH2:20][CH2:19]2)[C:8](=[O:17])[C:9]2[CH:14]=[CH:13][C:12](Br)=[C:11]([CH3:16])[CH:10]=2)[CH2:6][CH2:5][CH2:4][CH2:3][CH2:2]1.C([Li])(C)(C)C.CN(C)[CH:30]=[O:31]>C1COCC1>[CH:1]1([N:7]([CH:18]2[CH2:22][CH2:21][CH2:20][CH2:19]2)[C:8](=[O:17])[C:9]2[CH:14]=[CH:13][C:12]([CH:30]=[O:31])=[C:11]([CH3:16])[CH:10]=2)[CH2:6][CH2:5][CH2:4][CH2:3][CH2:2]1. Procedure details: To a cold (-70° C.), stirred solution of 4-bromo-3-methylbenzoic acid N-cyclohexyl-N-cyclopentyl amide (4 g, 0.011 mol) in THF (40 mL) was added t-butyl lithium (13 mL of 1.7 M solution) via syringe over 10 min. The originally colorless solution became a dark red. Dimethylformamide (DMF) (884 mg) was added. The cold bath was removed and the reaction allowed to warm to 0° , during the course of which, the reaction became much lighter in color. The reaction was diluted with ethyl acetate, washed w... The reactants are F[B-](F)(F)F, O=C([O-])O, CN(C)C=O, CC(C)N1CCN(C(=O)c2ccc3[nH]c(C(=O)O)cc3c2)CC1, CCN(C(C)C)C(C)C, Cl, [Na+], O=S1(=O)CCNCC1, CN(C)C(On1nnc2ccccc21)=[N+](C)C. Yields the product CC(C)N1CCN(C(=O)c2ccc3[nH]c(C(=O)N4CCS(=O)(=O)CC4)cc3c2)CC1. As a reaction SMILES: [B-:25]([F:26])([F:27])([F:28])[F:29].[C:64](=[O:65])([OH:66])[O-:67].[CH3:69][N:70]([CH3:71])[CH:72]=[O:73].[CH:1]([CH3:2])([CH3:3])[N:4]1[CH2:5][CH2:6][N:7]([C:10](=[O:11])[c:12]2[cH:13][c:14]3[cH:15][c:16]([C:21](=[O:22])[OH:23])[nH:17][c:18]3[cH:19][cH:20]2)[CH2:8][CH2:9]1.[CH:55]([N:56]([CH2:57][CH3:58])[CH:59]([CH3:60])[CH3:61])([CH3:62])[CH3:63].[ClH:24].[Na+:68].[S:47]1(=[O:53])(=[O:54])[CH2:48][CH2:49][NH:50][CH2:51][CH2:52]1.[n:30]1([O:31][C:32]([N:33]([CH3:34])[CH3:35])=[N+:36]([CH3:37])[CH3:38])[c:39]2[cH:40][cH:41][cH:42][cH:43][c:44]2[n:45][n:46]1>>[CH:1]([CH3:2])([CH3:3])[N:4]1[CH2:5][CH2:6][N:7]([C:10](=[O:11])[c:12]2[cH:13][c:14]3[cH:15][c:16]([C:21](=[O:23])[N:50]4[CH2:49][CH2:48][S:47](=[O:53])(=[O:54])[CH2:52][CH2:51]4)[nH:17][c:18]3[cH:19][cH:20]2)[CH2:8][CH2:9]1. The reactants are FC1=CC(=C(C=C1F)C=1OC(=NN1)C=1C(=NOC1C)C1=CC=CC=C1)OC (2-(4,5-difluoro-2-methoxy-phenyl)-5-(5-methyl-3-phenyl-isoxazol-4-yl)-[1,3,4]oxadiazole), C(C1CCCO1)N (rac-tetrahydrofurfurylamine). The product is FC1=C(C=C(C(=C1)C=1OC(=NN1)C=1C(=NOC1C)C1=CC=CC=C1)OC)NCC1OCCC1 (rac-{2-Fluoro-5-methoxy-4-[5-(5-methyl-3-phenyl-isoxazol-4-yl)-[1,3,4]oxadiazol-2-yl]-phenyl}-(tetrahydro-furan-2-ylmethyl)-amine). Isolated yield 53.0%. Reaction SMILES: F[C:2]1[C:7]([F:8])=[CH:6][C:5]([C:9]2[O:10][C:11]([C:14]3[C:15]([C:20]4[CH:25]=[CH:24][CH:23]=[CH:22][CH:21]=4)=[N:16][O:17][C:18]=3[CH3:19])=[N:12][N:13]=2)=[C:4]([O:26][CH3:27])[CH:3]=1.[CH2:28]([NH2:34])[CH:29]1[O:33][CH2:32][CH2:31][CH2:30]1>>[F:8][C:7]1[CH:6]=[C:5]([C:9]2[O:10][C:11]([C:14]3[C:15]([C:20]4[CH:21]=[CH:22][CH:23]=[CH:24][CH:25]=4)=[N:16][O:17][C:18]=3[CH3:19])=[N:12][N:13]=2)[C:4]([O:26][CH3:27])=[CH:3][C:2]=1[NH:34][CH2:28][CH:29]1[CH2:30][CH2:31][CH2:32][O:33]1. Procedure details: As described for example 26, 2-(4,5-difluoro-2-methoxy-phenyl)-5-(5-methyl-3-phenyl-isoxazol-4-yl)-[1,3,4]oxadiazole (200 mg, 0.54 mmol) instead of 2-(4-fluoro-2-methoxy-phenyl)-5-(5-methyl-3-phenyl-isoxazol-4-yl)-[1,3,4]oxadiazole was converted using rac-tetrahydrofurfurylamine instead of thiomorpholine to the title compound (129 mg, 53%) which was obtained as an off-white solid. MS: m/e=451.2 [M+H]+. Starting materials: NC1=CC=C(C=C1)N1N=C(C=C1C#N)C=1C=NC=CC1 (1-(4-aminophenyl)-3-(3-pyridyl)-5-cyanopyrazole), CC1=C(C=O)C(=CC=C1)C (2,6-dimethylbenzaldehyde), C(#N)[BH3-].[Na+] (sodium cyanoborohydride). Solvent: C(C)(=O)O (acetic acid), CO (MeOH). Reaction conditions: time 18 hour. Product: C(#N)C1=CC(=NN1C1=CC=C(C=C1)NCC1=C(C=CC=C1C)C)C=1C=NC=CC1 ([4-(5-Cyano-3-pyridin-3-yl-pyrazol-1-yl)phenyl]-(2,6-dimethylbenzyl)-amine). Isolated yield 74.8%. As a reaction SMILES: [NH2:1][C:2]1[CH:7]=[CH:6][C:5]([N:8]2[C:12]([C:13]#[N:14])=[CH:11][C:10]([C:15]3[CH:16]=[N:17][CH:18]=[CH:19][CH:20]=3)=[N:9]2)=[CH:4][CH:3]=1.[CH3:21][C:22]1[CH:29]=[CH:28][CH:27]=[C:26]([CH3:30])[C:23]=1[CH:24]=O.C([BH3-])#N.[Na+]>C(O)(=O)C.CO>[C:13]([C:12]1[N:8]([C:5]2[CH:4]=[CH:3][C:2]([NH:1][CH2:24][C:23]3[C:26]([CH3:30])=[CH:27][CH:28]=[CH:29][C:22]=3[CH3:21])=[CH:7][CH:6]=2)[N:9]=[C:10]([C:15]2[CH:16]=[N:17][CH:18]=[CH:19][CH:20]=2)[CH:11]=1)#[N:14] |f:2.3|. Procedure details: To a stirred solution of 1-(4-aminophenyl)-3-(3-pyridyl)-5-cyanopyrazole (130 mg, 0.5 mmol) and 2,6-dimethylbenzaldehyde (0.9 g) in acetic acid (2 mL) and MeOH (5 mL) at room temperature was added sodium cyanoborohydride (79 mg, 1.25 mmol). The reaction mixture was stirred at room temperature for 18 hr and then concentrated under a stream of nitrogen, diluted with water, extracted into ethyl acetate, washed with sodium bicarbonate solution, water and dried (MgSO4). The residue obtained on concen...